From a dataset of the Open Reaction Database (ORD), a public repository of structured organic reaction records. describe an organic reaction: reactants, conditions, products, and yield Starting materials: COC(=O)[C@@H]1C/C=C/COC=2C=CC(C[C@@H](C(N[C@H](C(N1)=O)C(C)C)=O)NC(=O)OC(C)(C)C)=CC2 ((E)-(7S,10S,13S)-13-tert-Butoxycarbonylamino-10-isopropyl-9,12-dioxo-2-oxa-8,11-diazabicyclo[13.2.2]nonadeca-1(18),4,15(19),16-tetraene-7-carboxylic acid methyl ester). Reagents/catalysts: [Pd] (palladium on carbon). The solvent is CCOC(=O)C (EtOAc). Product: COC(=O)[C@@H]1CCCCOC=2C=CC(C[C@@H](C(N[C@H](C(N1)=O)C(C)C)=O)NC(=O)OC(C)(C)C)=CC2 ((7S,10S,13S)-13-tert-Butoxycarbonylamino-10-isopropyl-9,12-dioxo-2-oxa-8,11-diazabicyclo[13.2.2]nonadeca-1(18),15(19),16-triene-7-carboxylic acid methyl ester). Reaction SMILES: [CH3:1][O:2][C:3]([C@H:5]1[NH:21][C:20](=[O:22])[C@H:19]([CH:23]([CH3:25])[CH3:24])[NH:18][C:17](=[O:26])[C@@H:16]([NH:27][C:28]([O:30][C:31]([CH3:34])([CH3:33])[CH3:32])=[O:29])[CH2:15][C:14]2=[CH:35][CH:36]=[C:11]([CH:12]=[CH:13]2)[O:10][CH2:9][CH:8]=[CH:7][CH2:6]1)=[O:4]>CCOC(C)=O.[Pd]>[CH3:1][O:2][C:3]([C@H:5]1[NH:21][C:20](=[O:22])[C@H:19]([CH:23]([CH3:25])[CH3:24])[NH:18][C:17](=[O:26])[C@@H:16]([NH:27][C:28]([O:30][C:31]([CH3:34])([CH3:33])[CH3:32])=[O:29])[CH2:15][C:14]2=[CH:35][CH:36]=[C:11]([CH:12]=[CH:13]2)[O:10][CH2:9][CH2:8][CH2:7][CH2:6]1)=[O:4]. Procedure: Olefin 45 (1.3.6 g, 2.70 mmol) was dissolved in 40 mL of EtOAc. 10% palladium on carbon catalyst was added (25%) and the reaction mixture was subjected to hydrogenation at rt and atmospheric pressure for 18 h before being filtered through celite and concentrated in vacuo to yield a brown solid, 1.36 g, 100%. m.p. 225-228° C. Reactants: CO, CC(C)N1C(=O)N(C2CCN(C(=O)OC(C)(C)C)CC2)C2CCCCC21, Cl. The product is CC(C)N1C(=O)N(C2CCNCC2)C2CCCCC21. Reaction SMILES: [CH3:28][OH:29].[CH:1]([CH3:2])([CH3:3])[N:4]1[C:5](=[O:26])[N:6]([CH:13]2[CH2:14][CH2:15][N:16]([C:19]([O:20][C:21]([CH3:22])([CH3:23])[CH3:24])=[O:25])[CH2:17][CH2:18]2)[CH:7]2[CH:8]1[CH2:9][CH2:10][CH2:11][CH2:12]2.[ClH:27]>>[CH:1]([CH3:2])([CH3:3])[N:4]1[C:5](=[O:26])[N:6]([CH:13]2[CH2:14][CH2:15][NH:16][CH2:17][CH2:18]2)[CH:7]2[CH:8]1[CH2:9][CH2:10][CH2:11][CH2:12]2. As a reaction SMILES: [Br:1][c:2]1[cH:3][c:4](-[c:8]2[cH:9][cH:10][cH:11][cH:12][cH:13]2)[cH:5][cH:6][cH:7]1.[C:14]([Li:15])([CH3:16])([CH3:17])[CH3:18].[CH3:24][CH2:25][O:26][C:27](=[O:28])[CH3:29].[S:19](=[O:20])(=[O:21])([Cl:22])[Cl:23]>>[c:2]1([S:19](=[O:20])(=[O:21])[Cl:22])[cH:3][c:4](-[c:8]2[cH:9][cH:10][cH:11][cH:12][cH:13]2)[cH:5][cH:6][cH:7]1. The reactants are Brc1cccc(-c2ccccc2)c1, [Li]C(C)(C)C, CCOC(C)=O, O=S(=O)(Cl)Cl. Yields the product O=S(=O)(Cl)c1cccc(-c2ccccc2)c1. The reactants are BrB(Br)Br, COc1ccc(-c2n[nH]c3c2sc2ccccc23)cc1, ClCCl. Product: Oc1ccc(-c2n[nH]c3c2sc2ccccc23)cc1. RXN SMILES: [B:1]([Br:2])([Br:3])[Br:4].[CH3:5][O:6][c:7]1[cH:8][cH:9][c:10](-[c:13]2[c:14]3[c:15]([nH:16][n:17]2)[c:18]2[c:19]([s:20]3)[cH:21][cH:22][cH:23][cH:24]2)[cH:11][cH:12]1.[Cl:25][CH2:26][Cl:27]>>[OH:6][c:7]1[cH:8][cH:9][c:10](-[c:13]2[c:14]3[c:15]([nH:16][n:17]2)[c:18]2[c:19]([s:20]3)[cH:21][cH:22][cH:23][cH:24]2)[cH:11][cH:12]1. The reactants are Cc1ccnc(Nc2cccc(Br)n2)c1, CC(=O)c1ccc(B(O)O)s1, O=C([O-])O, COCCOC, [Na+], O, O. The product is CC(=O)c1ccc(-c2cccc(Nc3cc(C)ccn3)n2)s1. Reaction SMILES: [Br:1][c:2]1[cH:3][cH:4][cH:5][c:6]([NH:8][c:9]2[n:10][cH:11][cH:12][c:13]([CH3:15])[cH:14]2)[n:7]1.[C:16]([CH3:17])(=[O:18])[c:19]1[cH:20][cH:21][c:22]([B:24]([OH:25])[OH:26])[s:23]1.[C:27](=[O:28])([O-:29])[OH:30].[CH2:34]([CH2:35][O:36][CH3:37])[O:38][CH3:39].[Na+:31].[OH2:32].[OH2:33]>>[c:2]1(-[c:22]2[cH:21][cH:20][c:19]([C:16]([CH3:17])=[O:18])[s:23]2)[cH:3][cH:4][cH:5][c:6]([NH:8][c:9]2[n:10][cH:11][cH:12][c:13]([CH3:15])[cH:14]2)[n:7]1.